This data is from the Open Reaction Database (ORD), a public repository of structured organic reaction records. The task is: describe an organic reaction: reactants, conditions, products, and yield The reactants are C(#N)C=1C=CC(=C(C1)B(O)O)F ((5-cyano-2-fluorophenyl)boronic acid), BrC=1C=C(C=CC1)CN1C[C@@H](N(CC1)C(=O)OCC1=CC=CC=C1)C (phenylmethyl (2S)-4-[(3-bromophenyl)methyl]-2-methyl-1-piperazinecarboxylate), C(=O)([O-])[O-].[K+].[K+] (K2CO3). The reagents and catalysts are C=1C=CC(=CC1)[P](C=2C=CC=CC2)(C=3C=CC=CC3)[Pd]([P](C=4C=CC=CC4)(C=5C=CC=CC5)C=6C=CC=CC6)([P](C=7C=CC=CC7)(C=8C=CC=CC8)C=9C=CC=CC9)[P](C=1C=CC=CC1)(C=1C=CC=CC1)C=1C=CC=CC1 (Pd(PPh3)4). The solvent is CCOC(=O)C (EtOAc), O1CCOCC1.O (dioxane H2O). Yields the product C(#N)C=1C=CC(=C(C1)C1=CC(=CC=C1)CN1C[C@@H](N(CC1)C(=O)OCC1=CC=CC=C1)C)F (Phenylmethyl (2S)-4-[(5′-cyano-2′-fluoro-3-biphenylyl)methyl]-2-methyl-1-piperazinecarboxylate). The yield is 39.9%. Reaction SMILES: [C:1]([C:3]1[CH:4]=[CH:5][C:6]([F:12])=[C:7](B(O)O)[CH:8]=1)#[N:2].Br[C:14]1[CH:15]=[C:16]([CH2:20][N:21]2[CH2:26][CH2:25][N:24]([C:27]([O:29][CH2:30][C:31]3[CH:36]=[CH:35][CH:34]=[CH:33][CH:32]=3)=[O:28])[C@@H:23]([CH3:37])[CH2:22]2)[CH:17]=[CH:18][CH:19]=1.C([O-])([O-])=O.[K+].[K+]>O1CCOCC1.O.CCOC(C)=O.C1C=CC([P]([Pd]([P](C2C=CC=CC=2)(C2C=CC=CC=2)C2C=CC=CC=2)([P](C2C=CC=CC=2)(C2C=CC=CC=2)C2C=CC=CC=2)[P](C2C=CC=CC=2)(C2C=CC=CC=2)C2C=CC=CC=2)(C2C=CC=CC=2)C2C=CC=CC=2)=CC=1>[C:1]([C:3]1[CH:4]=[CH:5][C:6]([F:12])=[C:7]([C:18]2[CH:19]=[CH:14][CH:15]=[C:16]([CH2:20][N:21]3[CH2:26][CH2:25][N:24]([C:27]([O:29][CH2:30][C:31]4[CH:36]=[CH:35][CH:34]=[CH:33][CH:32]=4)=[O:28])[C@@H:23]([CH3:37])[CH2:22]3)[CH:17]=2)[CH:8]=1)#[N:2] |f:2.3.4,5.6,^1:60,62,81,100|. Reported procedure: To the solution of (5-cyano-2-fluorophenyl)boronic acid (660 mg, 4 mmol) in dioxane/H2O (40 mL/13.3 mL) was added phenylmethyl (2S)-4-[(3-bromophenyl)methyl]-2-methyl-1-piperazinecarboxylate (1.2 g, 4 mmol), K2CO3 (2.2 g mg, 16 mmol) and Pd(PPh3)4 (230 mg, 0.2 mmol). The resulting solution was irradiated in a microwave reactor at 150° C. for 20 minutes then diluted with EtOAc (5 mL). The organic layer was collected and the aqueous layer was extracted with EtOAc (2×5 mL). The organic layers were ... The reactants are C1(CC1)C#CC=1C=NC(=NC1)N1CCN(CC1)C(=O)OC(C)(C)C (tert-butyl 4-(5-(cyclopropylethynyl)pyrimidin-2-yl)piperazine-1-carboxylate), Cl.O1CCOCC1 (HCl dioxane). Run in O1CCOCC1 (dioxane). Conditions: time 1 hour. Product: Cl.C1(CC1)C#CC=1C=NC(=NC1)N1CCNCC1 (5-(cyclopropylethynyl)-2-(piperazin-1-yl)pyrimidine HCl salt). As a reaction SMILES: [CH:1]1([C:4]#[C:5][C:6]2[CH:7]=[N:8][C:9]([N:12]3[CH2:17][CH2:16][N:15](C(OC(C)(C)C)=O)[CH2:14][CH2:13]3)=[N:10][CH:11]=2)[CH2:3][CH2:2]1.[ClH:25].O1CCOCC1>O1CCOCC1>[ClH:25].[CH:1]1([C:4]#[C:5][C:6]2[CH:7]=[N:8][C:9]([N:12]3[CH2:13][CH2:14][NH:15][CH2:16][CH2:17]3)=[N:10][CH:11]=2)[CH2:3][CH2:2]1 |f:1.2,4.5|. Procedure details: To a solution of tert-butyl 4-(5-(cyclopropylethynyl)pyrimidin-2-yl)piperazine-1-carboxylate (150 mg, 0.46 mmol) in dioxane (3 mL) was added 4 M HCl-dioxane (3 mL), and the reaction mixture was stirred room temperature for 1 hour. LCMS showed the reaction was completed. The reaction mixture was concentrated to afford 5-(cyclopropylethynyl)-2-(piperazin-1-yl)pyrimidine HCl salt as a white solid (100 mg, crude), which was directly used in the next step without further purification. MS (ES+) C13H16...